This data is from the Open Reaction Database (ORD), a public repository of structured organic reaction records. The task is: describe an organic reaction: reactants, conditions, products, and yield Reactants: NC=1N=C(C2=C(N1)C1=C(OCC2)C=C(C=C1)I)N1CC2N(CCCC2C1)C(=O)OC(C)(C)C (tert-Butyl 6-(2-amino-9-iodo-5,6-dihydro[1]benzoxepino[5,4-d]pyrimidin-4-yl)octahydro-1 H-pyrrolo[3,4-b]pyridine-1-carboxylate), [Cu]C#N (copper(I) cyanide). Run in CN(C)C=O (DMF), CCOCC (Et2O). Run at temperature 110 celsius. Product: NC=1N=C(C2=C(N1)C1=C(OCC2)C=C(C=C1)C#N)N1CC2N(CCCC2C1)C(=O)OC(C)(C)C (tert-butyl 6-(2-amino-9-cyano-5,6-dihydro[1]benzoxepino[5,4-d]pyrimidin-4-yl)octahydro-1 H-pyrrolo[3,4-b]pyridine-1-carboxylate). RXN SMILES: [NH2:1][C:2]1[N:3]=[C:4]([N:18]2[CH2:26][CH:25]3[CH:20]([N:21]([C:27]([O:29][C:30]([CH3:33])([CH3:32])[CH3:31])=[O:28])[CH2:22][CH2:23][CH2:24]3)[CH2:19]2)[C:5]2[CH2:12][CH2:11][O:10][C:9]3[CH:13]=[C:14](I)[CH:15]=[CH:16][C:8]=3[C:6]=2[N:7]=1.[Cu][C:35]#[N:36]>CN(C=O)C.CCOCC>[NH2:1][C:2]1[N:3]=[C:4]([N:18]2[CH2:26][CH:25]3[CH:20]([N:21]([C:27]([O:29][C:30]([CH3:33])([CH3:32])[CH3:31])=[O:28])[CH2:22][CH2:23][CH2:24]3)[CH2:19]2)[C:5]2[CH2:12][CH2:11][O:10][C:9]3[CH:13]=[C:14]([C:35]#[N:36])[CH:15]=[CH:16][C:8]=3[C:6]=2[N:7]=1. Procedure details: The product from Example 102A (24.7 mg, 0.044 mmol) was treated with copper(I) cyanide (27.5 mg, 0.307 mmol) in DMF (0.5 mL) heated at 110° C. overnight, cooled, diluted with Et2O (25 mL), washed with water (2×20 mL), washed with brine, dried (MgSO4), filtered, concentrated and purified by chromatography on silica gel eluting with hexane:EtOAc (2:1, 1:1, 4:1) to provide the title compound. MS (M+H)+ m/z 463. Reactants: SC(c1ccccc1)(c1ccccc1)c1ccccc1, CO, C[O-], CCO, ClCCn1cnc2ccccc21, [Na+]. Yields the product c1ccc(C(SCCn2cnc3ccccc32)(c2ccccc2)c2ccccc2)cc1. As a reaction SMILES: [C:1]([c:2]1[cH:3][cH:4][cH:5][cH:6][cH:7]1)([c:8]1[cH:9][cH:10][cH:11][cH:12][cH:13]1)([c:14]1[cH:15][cH:16][cH:17][cH:18][cH:19]1)[SH:20].[CH3:21][OH:22].[CH3:23][O-:24].[CH3:38][CH2:39][OH:40].[Cl:26][CH2:27][CH2:28][n:29]1[cH:30][n:31][c:32]2[c:33]1[cH:34][cH:35][cH:36][cH:37]2.[Na+:25]>>[C:1]([c:2]1[cH:3][cH:4][cH:5][cH:6][cH:7]1)([c:8]1[cH:9][cH:10][cH:11][cH:12][cH:13]1)([c:14]1[cH:15][cH:16][cH:17][cH:18][cH:19]1)[S:20][CH2:27][CH2:28][n:29]1[cH:30][n:31][c:32]2[c:33]1[cH:34][cH:35][cH:36][cH:37]2.